Task: describe an organic reaction: reactants, conditions, products, and yield. Dataset: the Open Reaction Database (ORD), a public repository of structured organic reaction records Reactants: BrC=1C=C(C(=O)O)C=C(C1)C (3-bromo-5-methylbenzoic acid), FC(C=1C=C(N)C=CC1)(F)F (3-(trifluoromethyl)aniline). Product: BrC=1C=C(C(=O)NC2=CC(=CC=C2)C(F)(F)F)C=C(C1)C (3-Bromo-5-methyl-N-[3-(trifluoromethyl)phenyl]benzamide). The yield is 58.0%. As a reaction SMILES: [Br:1][C:2]1[CH:3]=[C:4]([CH:8]=[C:9]([CH3:11])[CH:10]=1)[C:5]([OH:7])=O.[F:12][C:13]([F:22])([F:21])[C:14]1[CH:15]=[C:16]([CH:18]=[CH:19][CH:20]=1)[NH2:17]>>[Br:1][C:2]1[CH:3]=[C:4]([CH:8]=[C:9]([CH3:11])[CH:10]=1)[C:5]([NH:17][C:16]1[CH:18]=[CH:19][CH:20]=[C:14]([C:13]([F:12])([F:21])[F:22])[CH:15]=1)=[O:7]. Procedure: In a manner similar to that described in Preparation 41, 3-bromo-5-methylbenzoic acid (400 mg) and 3-(trifluoromethyl)aniline were converted to the title compound (388 mg, 58%). Starting materials: N1C(CC2=CC=CC=C12)=S (1,3-dihydroindol-2-thione), BrC(C(=O)OCC)(C)C1=CC=CC=C1 (ethyl 2-bromo-2-phenylpropionate), CN(C)C=O (DMF), [OH-].[Na+] (sodium hydroxide). Solvent: O (water). Run at time 2 hour. The product is N1C(=CC2=CC=CC=C12)SC(C(=O)OCC)(C)C1=CC=CC=C1 (Ethyl 2-(1H-indol-2-yl)thio-2-phenylpropionate). Yield: 70.6%. RXN SMILES: [NH:1]1[C:9]2[C:4](=[CH:5][CH:6]=[CH:7][CH:8]=2)[CH2:3][C:2]1=[S:10].Br[C:12]([C:19]1[CH:24]=[CH:23][CH:22]=[CH:21][CH:20]=1)([CH3:18])[C:13]([O:15][CH2:16][CH3:17])=[O:14].CN(C=O)C.[OH-].[Na+]>O>[NH:1]1[C:9]2[C:4](=[CH:5][CH:6]=[CH:7][CH:8]=2)[CH:3]=[C:2]1[S:10][C:12]([C:19]1[CH:20]=[CH:21][CH:22]=[CH:23][CH:24]=1)([CH3:18])[C:13]([O:15][CH2:16][CH3:17])=[O:14] |f:3.4|. Reported procedure: Into a solution of 1,3-dihydroindol-2-thione (19.7 g) and ethyl 2-bromo-2-phenylpropionate (33.9 g) indimethylformamide (DMF, 200 ml), an aqueous 2 N sodium hydroxide solution (66 ml) was added dropwise under ice cooling, and the mixture was stirred at room temperature for 2 hours. The reaction mixture was diluted with water, and was extracted with ethyl acetate. The organic layer was washed with water, and then with saturated aqueous sodium chloride solution, and was dried over anhydrous sodium...